From a dataset of the Open Reaction Database (ORD), a public repository of structured organic reaction records. describe an organic reaction: reactants, conditions, products, and yield Reactants: FC1=C(C(=O)O)C=C(C=C1)OC1=NC=CC=C1C=O (2-fluoro-5-(3-formylpyridin-2-yloxy)benzoic acid), CC1=CC=C(C=C1)S(=O)(=O)C[N+]#[C-] (TosMIC), C1CCC2=NCCCN2CC1 (DBU). Run in COCCOC (DME). Conditions: temperature 85 celsius. Yields the product FC1=C(C(=O)O)C=C(C=C1)OC1=NC=CC=C1C1=CN=CO1 (2-fluoro-5-(3-(oxazol-5-yl)pyridin-2-yloxy)benzoic acid). Reaction SMILES: [F:1][C:2]1[CH:10]=[CH:9][C:8]([O:11][C:12]2[C:17]([CH:18]=[O:19])=[CH:16][CH:15]=[CH:14][N:13]=2)=[CH:7][C:3]=1[C:4]([OH:6])=[O:5].CC1C=CC(S([CH2:30][N+:31]#[C-:32])(=O)=O)=CC=1.C1CCN2C(=NCCC2)CC1>COCCOC>[F:1][C:2]1[CH:10]=[CH:9][C:8]([O:11][C:12]2[C:17]([C:18]3[O:19][CH:32]=[N:31][CH:30]=3)=[CH:16][CH:15]=[CH:14][N:13]=2)=[CH:7][C:3]=1[C:4]([OH:6])=[O:5]. Procedure details: To 2-fluoro-5-(3-formylpyridin-2-yloxy)benzoic acid (230 mg, 0.881 mmol) and TosMIC (172 mg, 0.881 mmol) in DME (8.0 mL) was added DBU (0.29 mL, 1.9 mmol). The mixture was heated to 85° C. for 2.5 hours in a sealed tube. After concentrated, the residue was diluted with saturated sodium carbonate and extracted with EtOAc. The aqueous layer was acidified with TFA (pH˜3) and the resulting solid was filtered and dried to yield 2-fluoro-5-(3-(oxazol-5-yl)pyridin-2-yloxy)benzoic acid as a beige solid.... Starting materials: NC1=C(C(=NN1C(CCC)CCCCCC)CC)C(=O)N (5-amino-3-ethyl-1-(4-decyl)-1H-pyrazole-4-carboxamide), CN1CCN(CC1)S(=O)(=O)C(C(=O)OC)C1=CC=CC=C1 (methyl 4-N-methylpiperazinosulphonylphenylacetate), CC(C)([O-])C.[K+] (potassium tert-butoxide), C(O)([O-])=O.[Na+] (sodium hydrogen carbonate). Run in ClCCl (dichloromethane). The product is CN1CCN(CC1)S(=O)(=O)C(C1=CC=CC=C1)C=1NC(C2=C(N1)N(N=C2CC)C(CCC)CCCCCC)=O (6-(4-N-methylpiperazinosulphonyl-benzyl)-1-(4-decyl)-3-ethyl-1,5-dihydro-pyrazolo[3,4-d]pyrimidin-4-one). Yield: 38.6%. Reaction SMILES: [NH2:1][C:2]1[N:6]([CH:7]([CH2:11][CH2:12][CH2:13][CH2:14][CH2:15][CH3:16])[CH2:8][CH2:9][CH3:10])[N:5]=[C:4]([CH2:17][CH3:18])[C:3]=1[C:19]([NH2:21])=[O:20].[CH3:22][N:23]1[CH2:28][CH2:27][N:26]([S:29]([CH:32]([C:37]2[CH:42]=[CH:41][CH:40]=[CH:39][CH:38]=2)[C:33](OC)=O)(=[O:31])=[O:30])[CH2:25][CH2:24]1.CC(C)([O-])C.[K+].C(=O)([O-])O.[Na+]>ClCCl>[CH3:22][N:23]1[CH2:24][CH2:25][N:26]([S:29]([CH:32]([C:33]2[NH:21][C:19](=[O:20])[C:3]3[C:4]([CH2:17][CH3:18])=[N:5][N:6]([CH:7]([CH2:11][CH2:12][CH2:13][CH2:14][CH2:15][CH3:16])[CH2:8][CH2:9][CH3:10])[C:2]=3[N:1]=2)[C:37]2[CH:42]=[CH:41][CH:40]=[CH:39][CH:38]=2)(=[O:31])=[O:30])[CH2:27][CH2:28]1 |f:2.3,4.5|. Reported procedure: 6 mg (0.02 mmol) of 5-amino-3-ethyl-1-(4-decyl)-1H-pyrazole-4-carboxamide and 20 mg (0.064 mmol) of methyl 4-N-methylpiperazinosulphonylphenylacetate are refluxed for 6 hours in 0.3 ml of a 0.5M ethanolic potassium tert-butoxide solution. After dichloromethane and saturated aqueous sodium hydrogen carbonate have been added, the phases are separated. Purification by chromatography gives 4.3 mg (38%) of a solid, Rf=0.50 (dichloromethane/methanol=15:1).